This data is from the Open Reaction Database (ORD), a public repository of structured organic reaction records. The task is: describe an organic reaction: reactants, conditions, products, and yield The reactants are BrC1=CC=C(C=O)C=C1 (4-bromobenzaldehyde), C(CCCC)B(O)O (pentylboronic acid). Yields the product C(CCCC)C1=CC=C(C=O)C=C1 (4-pentylbenzaldehyde). Isolated yield 67.7%. RXN SMILES: Br[C:2]1[CH:9]=[CH:8][C:5]([CH:6]=[O:7])=[CH:4][CH:3]=1.[CH2:10](B(O)O)[CH2:11][CH2:12][CH2:13][CH3:14]>>[CH2:10]([C:2]1[CH:9]=[CH:8][C:5]([CH:6]=[O:7])=[CH:4][CH:3]=1)[CH2:11][CH2:12][CH2:13][CH3:14]. Reported procedure: The compound was synthesized as in Example 3.1 using 4-bromobenzaldehyde (250 mg, 1.35 mmol) in place of 5-bromo-2-formylfuran and pentylboronic acid (259 mg, 2.23 mmol) in place of hexylboronic acid to give 4-pentylbenzaldehyde (161 mg, 68%). Used without further characterization. The reactants are O=C1N(C(C2CCCCC12)=O)C1=CC=C(C=C1)CC(=O)O (4-(1,3-dioxo-hexahydro-2-isoindolinyl)phenylacetic acid), Cl (hydrochloric acid), [BH4-].[Na+] (sodium borohydride), ice water. Solvent: CS(=O)C (dimethyl sulphoxide). The product is OC1N(C(C2CCCCC12)=O)C1=CC=C(C=C1)CC(=O)O (4-(3-hydroxy-1-oxo-hexahydro-2-isoindolinyl)phenylacetic acid). Isolated yield 86.2%. As a reaction SMILES: [O:1]=[C:2]1[CH:10]2[CH:5]([CH2:6][CH2:7][CH2:8][CH2:9]2)[C:4](=[O:11])[N:3]1[C:12]1[CH:17]=[CH:16][C:15]([CH2:18][C:19]([OH:21])=[O:20])=[CH:14][CH:13]=1.[BH4-].[Na+].Cl>CS(C)=O>[OH:11][CH:4]1[CH:5]2[CH:10]([CH2:9][CH2:8][CH2:7][CH2:6]2)[C:2](=[O:1])[N:3]1[C:12]1[CH:13]=[CH:14][C:15]([CH2:18][C:19]([OH:21])=[O:20])=[CH:16][CH:17]=1 |f:1.2|. Procedure details: 00.2 mole of the 4-(1,3-dioxo-hexahydro-2-isoindolinyl)phenylacetic acid thus obtained was dissolved in 20 ml of dimethyl sulphoxide. The resulting mixture was reduced with 1.14 g (0.03 mole) of sodium borohydride, as described in step (b) of Example 1, and was then poured into ice-water. The mixture was acidified with dilute hydrochloric acid, to precipitate crystals. These crystals were collected by filtration, dried and recrystallized from a mixture of ethanol and petroleum ether, giving 5.0 ... Reactants: ClC1=NC(=CC=C1)Cl (2,6-Dichloropyridine), S(O)(O)(=O)=O (sulfuric acid), [N+](=O)(O)[O-] (nitric acid). Solvent: ice water. Reaction conditions: temperature 50 celsius. Product: ClC1=NC(=CC=C1[N+](=O)[O-])Cl (2,6-dichloro-3-nitropyridine). RXN SMILES: [Cl:1][C:2]1[CH:7]=[CH:6][CH:5]=[C:4]([Cl:8])[N:3]=1.S(=O)(=O)(O)O.[N+:14]([O-])([OH:16])=[O:15]>>[Cl:1][C:2]1[C:7]([N+:14]([O-:16])=[O:15])=[CH:6][CH:5]=[C:4]([Cl:8])[N:3]=1. Procedure details: 2,6-Dichloropyridine, 25.0 gm (0.168 mole) was added slowly under constant stirring to concentrated sulfuric acid at 20°–25° C. To this solution, 75.0 gm of concentrated nitric acid (98.0%) was added slowly, keeping the reaction temperature below 50° C. After the addition, the resulting mixture was heated to 100°–105° C. for 5.0 hrs. The progress of the reaction was monitored by TLC. After the reaction was over, the reaction mixture was cooled to 50° C. and poured in ice water. The resulting pre... The reactants are OC1=C(C=C2CCC(C2=C1)=O)C=1N=NC(=CC1)N(C1CC(NC(C1)(C)C)(C)C)C (6-hydroxy-5-(6-(methyl(2,2,6,6-tetramethylpiperidin-4-yl)amino)pyridazin-3-yl)-2,3-dihydro-1H-inden-1-one), Cl.NO (hydroxylamine hydrochloride), N1=CC=CC=C1 (pyridine), CO (MeOH). The solvent is C(C)(=O)O (acetic acid). Run at time 1.5 hour. Yields the product Cl.OC1=C(C=C2CCC(C2=C1)=NO)C=1N=NC(=CC1)N(C1CC(NC(C1)(C)C)(C)C)C (6-hydroxy-5-(6-(methyl(2,2,6,6-tetramethylpiperidin-4-yl)amino)pyridazin-3-yl)-2,3-dihydro-1H-inden-1-one oxime hydrochloride salt). Reaction SMILES: [OH:1][C:2]1[CH:10]=[C:9]2[C:5]([CH2:6][CH2:7][C:8]2=O)=[CH:4][C:3]=1[C:12]1[N:13]=[N:14][C:15]([N:18]([CH3:29])[CH:19]2[CH2:24][C:23]([CH3:26])([CH3:25])[NH:22][C:21]([CH3:28])([CH3:27])[CH2:20]2)=[CH:16][CH:17]=1.[ClH:30].[NH2:31][OH:32].N1C=CC=CC=1.CO>C(O)(=O)C>[ClH:30].[OH:1][C:2]1[CH:10]=[C:9]2[C:5]([CH2:6][CH2:7][C:8]2=[N:31][OH:32])=[CH:4][C:3]=1[C:12]1[N:13]=[N:14][C:15]([N:18]([CH3:29])[CH:19]2[CH2:20][C:21]([CH3:28])([CH3:27])[NH:22][C:23]([CH3:25])([CH3:26])[CH2:24]2)=[CH:16][CH:17]=1 |f:1.2,6.7|. Procedure: To a microwave vial was added 6-hydroxy-5-(6-(methyl(2,2,6,6-tetramethylpiperidin-4-yl)amino)pyridazin-3-yl)-2,3-dihydro-1H-inden-1-one (Example 35-1,150 mg, 0.38 mmol), hydroxylamine hydrochloride (264 mg, 3.80 mmol), pyridine (0.25 mL, 3.04 mmol) and MeOH (1.0 mL). The resulting suspension was stirred at RT for 1.5 hours. The reaction mixture was acidified with excess acetic acid and loaded onto an SCX column. The crude material was washed with methanol then eluted with 2 N ammonia in methanol... Reactants: COC(=O)CCC1=CC(=C(C(=C1)C)C=1NC2=CC(=CC=C2C1)C(=O)O)C (2-[4-(2-methoxycarbonylethyl)-2,6-dimethylphenyl]-1H-indole-6-carboxylic acid), NC1=NC2=CC=CC=C2C=C1 (2-aminoquinoline), CCN=C=NCCCN(C)C (EDCI), C=1C=CC2=C(C1)N=NN2O (HOBT), [I-].C[NH+]1CN(CC1)CCC (1-methyl-3-propylimidazolinium iodide). The solvent is C1CCOC1 (THF), C(C)(=O)OCC (ethyl acetate). Conditions: temperature 150 celsius. Yields the product COC(CCC1=CC(=C(C(=C1)C)C=1NC2=CC(=CC=C2C1)C(NC1=NC2=CC=CC=C2C=C1)=O)C)=O (3-{3,5-dimethyl-4-[6-(quinolin-2-ylcarbamoyl)-1H-indol-2-yl]-phenyl}-propionic acid methyl ester). RXN SMILES: [CH3:1][O:2][C:3]([CH2:5][CH2:6][C:7]1[CH:12]=[C:11]([CH3:13])[C:10]([C:14]2[NH:15][C:16]3[C:21]([CH:22]=2)=[CH:20][CH:19]=[C:18]([C:23]([OH:25])=O)[CH:17]=3)=[C:9]([CH3:26])[CH:8]=1)=[O:4].[NH2:27][C:28]1[CH:37]=[CH:36][C:35]2[C:30](=[CH:31][CH:32]=[CH:33][CH:34]=2)[N:29]=1.CCN=C=NCCCN(C)C.C1C=CC2N(O)N=NC=2C=1.[I-].C[NH+]1CCN(CCC)C1>C1COCC1.C(OCC)(=O)C>[CH3:1][O:2][C:3](=[O:4])[CH2:5][CH2:6][C:7]1[CH:8]=[C:9]([CH3:26])[C:10]([C:14]2[NH:15][C:16]3[C:21]([CH:22]=2)=[CH:20][CH:19]=[C:18]([C:23](=[O:25])[NH:27][C:28]2[CH:37]=[CH:36][C:35]4[C:30](=[CH:31][CH:32]=[CH:33][CH:34]=4)[N:29]=2)[CH:17]=3)=[C:11]([CH3:13])[CH:12]=1 |f:4.5|. Procedure details: A mixture of 2-[4-(2-methoxycarbonylethyl)-2,6-dimethylphenyl]-1H-indole-6-carboxylic acid (600 mg, 1.71 mmol), 2-aminoquinoline (246 mg, 1.71 mmol), EDCI (491 mg, 2.56 mmol), HOBT (254 mg, 1.88 mmol) and 1-methyl-3-propylimidazolinium iodide (140 mg, 560 μmol) in THF (10 mL) was heated in a microwave apparatus at 150° C. for 3 h then the mixture was poured into ethyl acetate and extracted with water twice and brine once. The ethyl acetate layer was dried, filtered, and removed under reduced pre...